This data is from the Open Reaction Database (ORD), a public repository of structured organic reaction records. The task is: describe an organic reaction: reactants, conditions, products, and yield Reactants: [BH4-], CO, FC(F)(F)Oc1ccc(C2=NCCc3ccccc32)cc1, [Na+]. Product: FC(F)(F)Oc1ccc(C2NCCc3ccccc32)cc1. As a reaction SMILES: [BH4-:22].[CH3:24][OH:25].[F:1][C:2]([O:3][c:4]1[cH:5][cH:6][c:7]([C:10]2=[N:11][CH2:12][CH2:13][c:14]3[cH:15][cH:16][cH:17][cH:18][c:19]32)[cH:8][cH:9]1)([F:20])[F:21].[Na+:23]>>[F:1][C:2]([O:3][c:4]1[cH:5][cH:6][c:7]([CH:10]2[NH:11][CH2:12][CH2:13][c:14]3[cH:15][cH:16][cH:17][cH:18][c:19]32)[cH:8][cH:9]1)([F:20])[F:21]. The reactants are C=CCN=C=O, ClCCl, Cl, FC(F)(F)c1ccccc1C(OC1CNC1)c1ccc(Cl)cc1. Product: C=CCNC(=O)N1CC(OC(c2ccc(Cl)cc2)c2ccccc2C(F)(F)F)C1. Reaction SMILES: [CH2:25]([CH:26]=[CH2:27])[N:28]=[C:29]=[O:30].[Cl:31][CH2:32][Cl:33].[ClH:1].[F:2][C:3]([c:4]1[c:5]([CH:6]([c:7]2[cH:8][cH:9][c:10]([Cl:13])[cH:11][cH:12]2)[O:14][CH:15]2[CH2:16][NH:17][CH2:18]2)[cH:19][cH:20][cH:21][cH:22]1)([F:23])[F:24]>>[F:2][C:3]([c:4]1[c:5]([CH:6]([c:7]2[cH:8][cH:9][c:10]([Cl:13])[cH:11][cH:12]2)[O:14][CH:15]2[CH2:16][N:17]([C:29]([NH:28][CH2:25][CH:26]=[CH2:27])=[O:30])[CH2:18]2)[cH:19][cH:20][cH:21][cH:22]1)([F:23])[F:24]. Starting materials: CC(COS(=O)(=O)C1=CC=C(C=C1)C)CC ((+)-β-methylbutyl-4-toluenesulfonate), BrC1=CC=CC=C1 (bromobenzene), BrC1=CC=CC=C1 (bromobenzene), S(O)(O)(=O)=O (sulfuric acid). Run in CCOCC (ether), CCOCC (ether). Run at time 2 hour. Product: Phenylmagnesium bromide-ether, CC(CC1=CC=CC=C1)CC ((+)-β-methylbutylbenzene). Isolated yield 64.8%. Reaction SMILES: Br[C:2]1[CH:7]=[CH:6][CH:5]=[CH:4][CH:3]=1.[CH3:8][CH:9]([CH2:22][CH3:23])[CH2:10]OS(C1C=CC(C)=CC=1)(=O)=O.S(=O)(=O)(O)O>CCOCC>[CH3:8][CH:9]([CH2:22][CH3:23])[CH2:10][C:2]1[CH:7]=[CH:6][CH:5]=[CH:4][CH:3]=1. Procedure: Phenylmagnesium bromide-ether solution was prepared from bromobenzene (64.5g, 0.41m), magnesium turnings (9.85g, 0.41m), and anhydrous ether (500ml). The reagent was cooled and (+)-β-methylbutyl-4-toluenesulfonate (200g, 0.82m) in ether (800ml) was added in drops. When the addition was complete, the reaction mixture was stirred for two hours, refluxed for two hours and left to stand overnight. Aqueous sulfuric acid was added until a clear solution was formed. The layers were separated. The aqueo... Reactants: C([O-])(O)=O.[Na+] (sodium bicarbonate), [N+](=O)([O-])C=1C=C(C=C)C=CC1 (3-nitrostyrene), BrC=1C=NC=CC1 (3-bromopyridine), C([O-])(O)=O.[Na+] (sodium bicarbonate). The reagents and catalysts are [Cl-].C(CCC)[N+](CCCC)(CCCC)CCCC (tetrabutylammonium chloride), C(C)(=O)[O-].[Pd+2].C(C)(=O)[O-] (palladium(II) acetate). The solvent is CN(C=O)C (N,N-dimethylformamide). Reaction conditions: temperature 110 celsius, time 3 hour. Product: [N+](=O)([O-])C=1C=C(C=CC1)/C=C/C=1C=NC=CC1 (3-[(E)-2-(3-nitrophenyl)vinyl]pyridine). RXN SMILES: [N+:1]([C:4]1[CH:5]=[C:6]([CH:9]=[CH:10][CH:11]=1)[CH:7]=[CH2:8])([O-:3])=[O:2].Br[C:13]1[CH:14]=[N:15][CH:16]=[CH:17][CH:18]=1.C(=O)(O)[O-].[Na+]>[Cl-].C([N+](CCCC)(CCCC)CCCC)CCC.CN(C)C=O.C([O-])(=O)C.[Pd+2].C([O-])(=O)C>[N+:1]([C:4]1[CH:5]=[C:6](/[CH:7]=[CH:8]/[C:13]2[CH:14]=[N:15][CH:16]=[CH:17][CH:18]=2)[CH:9]=[CH:10][CH:11]=1)([O-:3])=[O:2] |f:2.3,4.5,7.8.9|. Reported procedure: A mixture of 3-nitrostyrene (4.6 ml), 3-bromopyridine (2.6 ml), palladium(II) acetate (0.20 g), tetrabutylammonium chloride (8.4 g) and sodium bicarbonate (6.3 g) in N,N-dimethylformamide (40 ml) was stirred at 110° C. for 3 hours. Then the mixture was poured into aqueous sodium bicarbonate and extracted with ethyl acetate twice. The combined organic phase was washed with aqueous sodium bicarbonate and brine, dried over magnesium sulfate and concentrated. The resultant solid was collected and wa...